From a dataset of the Open Reaction Database (ORD), a public repository of structured organic reaction records. describe an organic reaction: reactants, conditions, products, and yield Yields the product COC(=O)c1ccc(-c2cnc(N)nn2)cc1Cl. As a reaction SMILES: [Br:1][c:2]1[cH:3][n:4][c:5]([NH2:8])[n:6][n:7]1.[CH2:31]1[O:32][CH2:33][CH2:34][O:35][CH2:36]1.[Cl:9][c:10]1[cH:11][c:12]([B:20]([OH:21])[OH:22])[cH:13][cH:14][c:15]1[C:16](=[O:17])[O:18][CH3:19].[K+:28].[K+:29].[K+:30].[OH2:37].[P:23]([O-:24])([O-:25])([O-:26])=[O:27].[cH:38]1[cH:39][cH:40][c:41]([P:42]([Pd:43]([P:44]([c:45]2[cH:46][cH:47][cH:48][cH:49][cH:50]2)([c:51]2[cH:52][cH:53][cH:54][cH:55][cH:56]2)[c:57]2[cH:58][cH:59][cH:60][cH:61][cH:62]2)([P:63]([c:64]2[cH:65][cH:66][cH:67][cH:68][cH:69]2)([c:70]2[cH:71][cH:72][cH:73][cH:74][cH:75]2)[c:76]2[cH:77][cH:78][cH:79][cH:80][cH:81]2)[P:82]([c:83]2[cH:84][cH:85][cH:86][cH:87][cH:88]2)([c:89]2[cH:90][cH:91][cH:92][cH:93][cH:94]2)[c:95]2[cH:96][cH:97][cH:98][cH:99][cH:100]2)([c:101]2[cH:102][cH:103][cH:104][cH:105][cH:106]2)[c:107]2[cH:108][cH:109][cH:110][cH:111][cH:112]2)[cH:113][cH:114]1>>[c:2]1(-[c:12]2[cH:11][c:10]([Cl:9])[c:15]([C:16](=[O:17])[O:18][CH3:19])[cH:14][cH:13]2)[cH:3][n:4][c:5]([NH2:8])[n:6][n:7]1. Reactants: Nc1ncc(Br)nn1, C1COCCO1, COC(=O)c1ccc(B(O)O)cc1Cl, [K+], [K+], [K+], O, O=P([O-])([O-])[O-], c1ccc(P(c2ccccc2)(c2ccccc2)[Pd](P(c2ccccc2)(c2ccccc2)c2ccccc2)(P(c2ccccc2)(c2ccccc2)c2ccccc2)P(c2ccccc2)(c2ccccc2)c2ccccc2)cc1. The reactants are CCOC(=O)C1CCCc2sc(Br)nc21, OB(O)c1ccc(C(F)(F)F)cc1, C1COCCO1. Yields the product CCOC(=O)C1CCCc2sc(-c3ccc(C(F)(F)F)cc3)nc21. RXN SMILES: [CH2:1]([CH3:2])[O:3][C:4](=[O:5])[CH:6]1[CH2:7][CH2:8][CH2:9][c:10]2[c:11]1[n:12][c:13]([Br:15])[s:14]2.[F:16][C:17]([c:18]1[cH:19][cH:20][c:21]([B:24]([OH:25])[OH:26])[cH:22][cH:23]1)([F:27])[F:28].[O:29]1[CH2:30][CH2:31][O:32][CH2:33][CH2:34]1>>[CH2:1]([CH3:2])[O:3][C:4](=[O:5])[CH:6]1[CH2:7][CH2:8][CH2:9][c:10]2[c:11]1[n:12][c:13](-[c:21]1[cH:20][cH:19][c:18]([C:17]([F:16])([F:27])[F:28])[cH:23][cH:22]1)[s:14]2. Reactants: ClC1=C(OCC(=O)OCC)C=CC(=C1)C=1C(NC(NN1)=O)C (Ethyl α-[2-chloro-4-(2,3,4,5-tetrahydro-5-methyl-3-oxo-1,2,4-triazin-6-yl)phenoxy]acetate), O.NN (hydrazine hydrate). Solvent: C(C)O (ethanol). Reaction conditions: time 4 hour. The product is ClC1=C(OCC(=O)NN)C=CC(=C1)C=1C(NC(NN1)=O)C (α-[2-Chloro-4-(2,3,4,5-tetrahydro-5-methyl-3-oxo-1,2,4-triazin-6-yl)phenoxy]acetohydrazide). Isolated yield 76.3%. As a reaction SMILES: [Cl:1][C:2]1[CH:14]=[C:13]([C:15]2[CH:16]([CH3:22])[NH:17][C:18](=[O:21])[NH:19][N:20]=2)[CH:12]=[CH:11][C:3]=1[O:4][CH2:5][C:6](OCC)=[O:7].O.[NH2:24][NH2:25]>C(O)C>[Cl:1][C:2]1[CH:14]=[C:13]([C:15]2[CH:16]([CH3:22])[NH:17][C:18](=[O:21])[NH:19][N:20]=2)[CH:12]=[CH:11][C:3]=1[O:4][CH2:5][C:6]([NH:24][NH2:25])=[O:7] |f:1.2|. Procedure: A solution of 1.0 g of ethyl α-[2-chloro-4-(2,3,4,5-tetrahydro-5-methyl-3-oxo-1,2,4-triazin-6-yl)phenoxy]acetate (prepared as described in Example 5) and 0.39 g of 80% hydrazine hydrate in 10 ml of ethanol was stirred on an oil bath kept at 105° C. for 4 hours. The mixture was then cooled, after which the crystals which precipitated were collected by filtration and recrystallized from ethanol, to give 0.73 g of the title compound as white crystals melting at 252°-254° C. Starting materials: 61e, COCCN1C2C=3C=C(C=CC3CC1CC2)N (12-(2-Methoxy-ethyl)-12-aza-tricyclo[7.2.1.0*2,7*]dodeca-2(7),3,5-trien-4-ylamine), ClC1=NC=C(C(=N1)N[C@H]1[C@@H](CCCC1)NS(=O)(=O)C)Cl (N-[(1R,2R)-2-(2,5-dichloro-pyrimidin-4-ylamino)-cyclohexyl]-methanesulfonamide). Yields the product ClC=1C(=NC(=NC1)NC1=CC=2C3CCC(CC2C=C1)N3CCOC)N[C@H]3[C@@H](CCCC3)NS(=O)(=O)C (N-((1R,2R)-2-{5-Chloro-2-[12-(2-methoxy-ethyl)-12-aza-tricyclo[7.2.1.0*2,7*]dodeca-2(7),3,5-trien-4-ylamino]-pyrimidin-4-ylamino}-cyclohexyl)-methanesulfonamide). Isolated yield 46.5%. RXN SMILES: [CH3:1][O:2][CH2:3][CH2:4][N:5]1[CH:14]2[CH2:15][CH2:16][CH:6]1[C:7]1[CH:8]=[C:9]([NH2:17])[CH:10]=[CH:11][C:12]=1[CH2:13]2.Cl[C:19]1[N:24]=[C:23]([NH:25][C@@H:26]2[CH2:31][CH2:30][CH2:29][CH2:28][C@H:27]2[NH:32][S:33]([CH3:36])(=[O:35])=[O:34])[C:22]([Cl:37])=[CH:21][N:20]=1>>[Cl:37][C:22]1[C:23]([NH:25][C@@H:26]2[CH2:31][CH2:30][CH2:29][CH2:28][C@H:27]2[NH:32][S:33]([CH3:36])(=[O:35])=[O:34])=[N:24][C:19]([NH:17][C:9]2[CH:10]=[CH:11][C:12]3[CH2:13][CH:14]4[N:5]([CH2:4][CH2:3][O:2][CH3:1])[CH:6]([CH2:16][CH2:15]4)[C:7]=3[CH:8]=2)=[N:20][CH:21]=1. Procedure: Following procedures analogous to 61e, 12-(2-Methoxy-ethyl)-12-aza-tricyclo[7.2.1.0*2,7*]dodeca-2(7),3,5-trien-4-ylamine (95 mg, 0.41 mmol) and N-[(1R,2R)-2-(2,5-dichloro-pyrimidin-4-ylamino)-cyclohexyl]-methanesulfonamide (139 mg, 0.41 mmol) were converted to the title compound as a white solid (102 mg, 47%) %) isolated as a mixture of diastereomers. 1HNMR (400 MHz, CDCl3) δ 7.9 (s, 1H), 7.3-7.2 (m, 2H), 7.0 (d, 1H, J=7.8 Hz), 6.8 (s, 1H), 5.4 (m, 1H), 5.3 (m, 1H), 4.0 (m, 1H), 3.9 (m, 1H), 3.7...